This data is from the Open Reaction Database (ORD), a public repository of structured organic reaction records. The task is: describe an organic reaction: reactants, conditions, products, and yield The reactants are ClC1=NC=CC(=C1)NC(=O)C1=CN=C2N1N=C(C=C2N(CC2=CC=C(C=C2)OC)C2CC2)NC2CCOCC2 (N-(2-chloropyridin-4-yl)-8-(cyclopropyl(4-methoxybenzyl)amino)-6-(tetrahydro-2H-pyran-4-ylamino)imidazo[1,2-b]pyridazine-3-carboxamide), C(=O)(C(F)(F)F)O (TFA). The solvent is CO (MeOH), C(Cl)Cl (DCM). Reaction conditions: time 8 hour. The product is ClC1=NC=CC(=C1)NC(=O)C1=CN=C2N1N=C(C=C2NC2CC2)NC2CCOCC2 (N-(2-chloropyridin-4-yl)-8-(cyclopropylamino)-6-(tetrahydro-2H-pyran-4-ylamino)imidazo[1,2-b]pyridazine-3-carboxamide). The yield is 44.9%. RXN SMILES: [Cl:1][C:2]1[CH:7]=[C:6]([NH:8][C:9]([C:11]2[N:15]3[N:16]=[C:17]([NH:33][CH:34]4[CH2:39][CH2:38][O:37][CH2:36][CH2:35]4)[CH:18]=[C:19]([N:20]([CH:30]4[CH2:32][CH2:31]4)CC4C=CC(OC)=CC=4)[C:14]3=[N:13][CH:12]=2)=[O:10])[CH:5]=[CH:4][N:3]=1.C(O)(C(F)(F)F)=O>C(Cl)Cl.CO>[Cl:1][C:2]1[CH:7]=[C:6]([NH:8][C:9]([C:11]2[N:15]3[N:16]=[C:17]([NH:33][CH:34]4[CH2:39][CH2:38][O:37][CH2:36][CH2:35]4)[CH:18]=[C:19]([NH:20][CH:30]4[CH2:32][CH2:31]4)[C:14]3=[N:13][CH:12]=2)=[O:10])[CH:5]=[CH:4][N:3]=1. Reported procedure: A solution of N-(2-chloropyridin-4-yl)-8-(cyclopropyl(4-methoxybenzyl)amino)-6-(tetrahydro-2H-pyran-4-ylamino)imidazo[1,2-b]pyridazine-3-carboxamide (7 mg, 0.013 mmol) in DCM (1 mL) was treated with TFA (0.5 mL, 6.49 mmol) and stirred at room temperature overnight. The reaction mixture was concentrated to dryness. The crude reaction product was dissolved in a small amount of MeOH and purified by reversed phase HPLC (YMC ODS-A 5 um 30×250 mm, 10-90% aqueous methanol containing 0.1% TFA, 25 mL/min...